Dataset: the Open Reaction Database (ORD), a public repository of structured organic reaction records. Task: describe an organic reaction: reactants, conditions, products, and yield The product is Br.BrC1=CC=CC(=N1)C(=O)C1CCN(CC1)C ((6-bromopyridin-2-yl)(1-methylpiperidin-4-yl)methanone hydrobromide). Reactants: FC1=C(C(=O)NC2=NC(=CC=C2)C(=O)C2CCN(CC2)C)C(=CC(=C1)F)F (2,4,6-trifluoro-N-[6-(1-methyl-piperidine-4-carbonyl)-pyridin-2-yl]-benzamide), Grignard reagent, Br (hydrobromic acid), C(C)N(C(=O)C1CCN(CC1)C)CC (N,N-diethyl-1-methylpiperidine-4-carboxamide), BrC1=NC(=CC=C1)Br (2,6-dibromopyridine). RXN SMILES: FC1C=C(F)C=C(F)C=1C(NC1C=CC=C([C:13]([CH:15]2[CH2:20][CH2:19][N:18]([CH3:21])[CH2:17][CH2:16]2)=[O:14])N=1)=O.C(N(CC)C(C1CCN(C)CC1)=O)C.[Br:42][C:43]1[CH:48]=[CH:47][CH:46]=[C:45]([Br:49])[N:44]=1.Br>>[BrH:42].[Br:49][C:45]1[N:44]=[C:43]([C:13]([CH:15]2[CH2:20][CH2:19][N:18]([CH3:21])[CH2:17][CH2:16]2)=[O:14])[CH:48]=[CH:47][CH:46]=1 |f:4.5|. Procedure: The present invention relates to a process for preparing 2,4,6-trifluoro-N-[6-(1-methyl-piperidine-4-carbonyl)-pyridin-2-yl]-benzamide or a salt thereof, further comprising the step of: reacting N,N-diethyl-1-methylpiperidine-4-carboxamide with a solution of 2,6-dibromopyridine and Grignard reagent followed by the addition hydrobromic acid to yield (6-bromopyridin-2-yl)(1-methylpiperidin-4-yl)methanone hydrobromide. Starting materials: ( 3 ), N[C@@H](CC1=CNC=N1)C(=O)O (histidine), O=C[C@H](O)[C@@H](O)[C@H](O)[C@H](O)CO (glucose), N[C@@H](CC1=CNC=N1)C(=O)O (histidine), OC[C@H](O)[C@@H](O)[C@H](O)[C@H](O)CO (sorbitol), OC[C@H](O)[C@@H](O)[C@H](O)[C@H](O)CO (sorbitol), O=C[C@H](O)[C@@H](O)[C@H](O)[C@H](O)CO (glucose), [Cl-].[Cl-].[Ca+2] (CaCl2), [Cl-].[Cl-].[Ca+2] (CaCl2), solution, polyethylene glycol 4,000, [Cl-].[Cl-].[Ca+2] (CaCl2), C(C(CO)(CO)N)O.Cl (Tris-HCl). Conditions: time 8 hour. Yields the product N[C@@H](CC(C)C)C(=O)O (leucine). Reaction SMILES: [Cl-].[Cl-].[Ca+2].[CH2:4](O)C(N)(CO)CO.Cl.OC[C@@H]([C@H]([C@@H]([C@@H](CO)O)O)O)O.O=C[C@@H]([C@H]([C@@H]([C@@H](CO)O)O)O)O.[NH2:37][C@H:38]([C:45]([OH:47])=[O:46])[CH2:39][C:40]1N=CN[CH:41]=1>>[NH2:37][C@H:38]([C:45]([OH:47])=[O:46])[CH2:39][CH:40]([CH3:4])[CH3:41] |f:0.1.2,3.4|. Procedure: The starting yeast is Saccharomyces cerevisiae AH 22 [a, leu 2, his 4, can 1 (Cir+)], which has been deposited at Fermentation Research Institute, Agency of Industrial Science and Technology, Japan under Budapest Treaty as "FERM BP-312". The starting yeast is inoculated in YPD medium (100 ml) consisting of 2% polypeptone, 1% yeast extract and 2% glucose, and the mixture is incubated at 30° C. overnight, and thereafter, the cells are collected by centrifugation. The cells thus collected are washe...